Dataset: the Open Reaction Database (ORD), a public repository of structured organic reaction records. Task: describe an organic reaction: reactants, conditions, products, and yield Reactants: ClCCCOC1=CC=C(CO)C=C1 (4-(3-chloropropoxy)-benzyl alcohol), 162, S(=O)(Br)Br (thionyl bromide). Run in C(C)OCC (ethyl ether), O1CCOCC1 (dioxane), O1CCOCC1 (dioxane). Reaction conditions: time 10 minute. Product: ClCCCOC1=CC=C(CBr)C=C1 (4-(3-chloropropoxy)-benzyl bromide). Reaction SMILES: [Cl:1][CH2:2][CH2:3][CH2:4][O:5][C:6]1[CH:13]=[CH:12][C:9]([CH2:10]O)=[CH:8][CH:7]=1.S(Br)([Br:16])=O>O1CCOCC1.C(OCC)C>[Cl:1][CH2:2][CH2:3][CH2:4][O:5][C:6]1[CH:13]=[CH:12][C:9]([CH2:10][Br:16])=[CH:8][CH:7]=1. Procedure details: A solution consisting of 4-(3-chloropropoxy)-benzyl alcohol No. 162 (10.6 g, 52.8 mmol) in dioxane (0.125 l) was cooled to 0° C. and treated with a dropwise addition of thionyl bromide (12.0 g, 58.0 mmol). After 10 minutes the reaction was complete. The dioxane was diluted with ethyl ether and washed with water, brine, and then dried over MgSO4. The material was concentrated down to yield 15 g of an oil: 1H NMR (DMSO) 7.36 (d, 2 H, J=8.8 Hz), 6.92 (d, 2 H, J=8.6 Hz), 4.68 (s, 2 H), 4.08 (t, 2 H,... Reactants: IC1=CC2=C(CCN(CC2C)C(C(F)(F)F)=O)N=C1O (3-iodo-5-methyl-7-(trifluoroacetyl)-6,7,8,9-tetrahydro-5H-pyrido[2,3-d]azepin-2-ol), C(C=C)Br (allyl bromide), Ag2CO3, C(C=C)OC=1C(=CC2=C(CCN(CC2C)C(C(F)(F)F)=O)N1)I (2-(allyloxy)-3-iodo-5-methyl-7-(trifluoroacetyl)-6,7,8,9-tetrahydro-5H-pyrido[2,3-d]azepine), C(=O)([O-])[O-].[K+].[K+] (K2CO3). Run in CCOC(=O)C (EtOAc), C(Cl)(Cl)Cl (CHCl3), CO (MeOH). Reaction conditions: time 4 day. Yields the product C(C=C)OC=1C(=CC2=C(CCNCC2C)N1)I (2-(allyloxy)-3-iodo-5-methyl-6,7,8,9-tetrahydro-5H-pyrido[2,3-d]azepine). Isolated yield 49.7%. As a reaction SMILES: IC1C(O)=NC2CCN(C(=O)C(F)(F)F)CC(C)C=2C=1.C(Br)C=C.[CH2:25]([O:28][C:29]1[C:30]([I:47])=[CH:31][C:32]2[CH:38]([CH3:39])[CH2:37][N:36](C(=O)C(F)(F)F)[CH2:35][CH2:34][C:33]=2[N:46]=1)[CH:26]=[CH2:27].C([O-])([O-])=O.[K+].[K+]>CCOC(C)=O.CO.C(Cl)(Cl)Cl>[CH2:25]([O:28][C:29]1[C:30]([I:47])=[CH:31][C:32]2[CH:38]([CH3:39])[CH2:37][NH:36][CH2:35][CH2:34][C:33]=2[N:46]=1)[CH:26]=[CH2:27] |f:3.4.5|. Procedure: A mixture of 3-iodo-5-methyl-7-(trifluoroacetyl)-6,7,8,9-tetrahydro-5H-pyrido[2,3-d]azepin-2-ol (615 mg, 1.54 mmol), allyl bromide (1.33 ml, 15.4 mmol), Ag2CO3 (504 mg, 1.83 mmol) and CHCl3 (35 ml) was stirred under exclusion of light for 4 d at ambient temperature. The reaction mixture was diluted with EtOAc (100 ml) and filtered. The filtrate was concentrated in vacuo and purified by column chromatography rendering 445 mg (66%) of 2-(allyloxy)-3-iodo-5-methyl-7-(trifluoroacetyl)-6,7,8,9-tetrah... The reactants are allyl 2-(2-amino-4-thiazolyl)-2-[(Z)-(cyanomethoxy)imino]-acetic, O (water), [Na+].NC=1SC=C(N1)/C(/C(=O)[O-])=N/OCC#N (2-(2-amino-4-thiazolyl)-2-[(Z)-(cyanomethoxy)imino]-acetic acid sodium salt), C(C)(=O)[O-].[Na+] (sodium acetate), P(=O)(OCC)(OCC)OCC (triethyl phosphate). The reagents and catalysts are [Pd](Cl)Cl (palladium chloride). The solvent is C(C)(=O)OCC (ethyl acetate). Run at time 10 minute. Product: NC=1SC=C(N1)/C(/C(=O)O)=N/OCC#N (2-(2-amino-4-thiazolyl)-2-[(Z)-(cyanomethoxy)imino]-acetic acid). The yield is 45.4%. As a reaction SMILES: P(OCC)(OCC)(OCC)=O.C([O-])(=O)C.[Na+].O.[Na+].[NH2:19][C:20]1[S:21][CH:22]=[C:23](/[C:25](=[N:29]/[O:30][CH2:31][C:32]#[N:33])/[C:26]([O-:28])=[O:27])[N:24]=1>C(OCC)(=O)C.[Pd](Cl)Cl>[NH2:19][C:20]1[S:21][CH:22]=[C:23](/[C:25](=[N:29]/[O:30][CH2:31][C:32]#[N:33])/[C:26]([OH:28])=[O:27])[N:24]=1 |f:1.2,4.5|. Procedure: 2.66 g (0.01 mol) of allyl 2-(2-amino-4-thiazolyl)-2-[(Z)-(cyanomethoxy)imino]-acetic in 100 ml of ethyl acetate are treated while stirring with 17.73 mg (0.001 mol) of palladium chloride and 0.083 ml (0.0005 mol) of triethyl phosphate. After stirring for 10 minutes, 0.9 g (0.11 mol) of sodium acetate is added thereto. The reaction occurs after the addition of 1 ml of water and crude 2-(2-amino-4-thiazolyl)-2-[(Z)-(cyanomethoxy)imino]-acetic acid sodium salt precipitates out. The mixture is stir... Starting materials: COC(C)=O (Methylacetate), [Na] (sodium), [Na] (sodium), C(C)OC(C(OCC)OCC)=O (Ethyldiethoxyacetate), COC(C)=O (methylacetate), ice water, [Na] (sodium). Product: C(C)OC(C(CC(=O)OC)=O)OCC (methyl γ,γ-diethoxyacetoacetate). As a reaction SMILES: C(O[C:4](=[O:12])[CH:5]([O:9][CH2:10][CH3:11])[O:6][CH2:7][CH3:8])C.[CH3:13][O:14][C:15](=[O:17])[CH3:16].[Na]>>[CH2:10]([O:9][CH:5]([O:6][CH2:7][CH3:8])[C:4](=[O:12])[CH2:16][C:15]([O:14][CH3:13])=[O:17])[CH3:11] |^1:17|. Procedure: Ethyldiethoxyacetate (32 g.) and methylacetate (25 g.) are placed in a flask equipped with stirrer and reflux condenser and heated to reflux. Metallic sodium wire (6.5 g.) is introduced into the flask in small portions and heating continued until the sodium is completely dissolved. Methylacetate (25 g.) and metallic sodium wire (6.5 g.) are then added and heating continued until the solution is clear. The mixture is cooled, a large volume of ice water cautiously added and the mixture extracted w... Reactants: N1C=CC2=CC(=CC=C12)C=1SC2=NC(=CC=C2N1)C1(CC1)C1=CC=CC=C1 (2-(1H-indol-5-yl)-5-(1-phenylcyclopropyl)thiazolo[5,4-b]pyridine), C(C)OC(C=C)=O (ethylacrylate), C([O-])([O-])=O.[Cs+].[Cs+] (cesium carbonate). Solvent: C(C)#N (acetonitrile). Conditions: time 3 hour. Product: C1(=CC=CC=C1)C1(CC1)C1=CC=C2C(=N1)SC(=N2)C=2C=C1C=CN(C1=CC2)CCC(=O)OCC (ethyl 3-(5-(5-(1-phenylcyclopropyl)[1,3]thiazolo[5,4-b]pyridin-2-yl)-1H-indol-1-yl)propanoate). As a reaction SMILES: [NH:1]1[C:9]2[C:4](=[CH:5][C:6]([C:10]3[S:11][C:12]4[C:17]([N:18]=3)=[CH:16][CH:15]=[C:14]([C:19]3([C:22]5[CH:27]=[CH:26][CH:25]=[CH:24][CH:23]=5)[CH2:21][CH2:20]3)[N:13]=4)=[CH:7][CH:8]=2)[CH:3]=[CH:2]1.[CH2:28]([O:30][C:31](=[O:34])[CH:32]=[CH2:33])[CH3:29].C(=O)([O-])[O-].[Cs+].[Cs+]>C(#N)C>[C:22]1([C:19]2([C:14]3[N:13]=[C:12]4[S:11][C:10]([C:6]5[CH:5]=[C:4]6[C:9](=[CH:8][CH:7]=5)[N:1]([CH2:33][CH2:32][C:31]([O:30][CH2:28][CH3:29])=[O:34])[CH:2]=[CH:3]6)=[N:18][C:17]4=[CH:16][CH:15]=3)[CH2:20][CH2:21]2)[CH:23]=[CH:24][CH:25]=[CH:26][CH:27]=1 |f:2.3.4|. Procedure: To 2-(1H-indol-5-yl)-5-(1-phenylcyclopropyl)thiazolo[5,4-b]pyridine (90 mg, 0.245 mmol) was added acetonitrile (2.4 mL), ethylacrylate (80 μl, 735 μmol), and cesium carbonate (160 mg, 0.490 mmol) before it was stirred at ambient temp. for 3 h; the reaction mixture was quenched with 2 N HCl, concentrated, and was diluted with 75 mL of EtOAc, added to a separatory funnel, partitioned with water, washed 1 time with 50 mL of water, separated, dried over sodium sulfate, and concentrated via rotovap t... The reactants are CCO, CC(=O)O, CCc1c([N+](=O)[O-])ccc2c(C)c[nH]c12, [Fe]. The product is CCc1c(N)ccc2c(C)c[nH]c12. RXN SMILES: [CH3:1][CH2:2][OH:3].[CH3:20][C:21](=[O:22])[OH:23].[CH3:4][c:5]1[cH:6][nH:7][c:8]2[c:9]([CH2:17][CH3:18])[c:10]([N+:14]([O-:15])=[O:16])[cH:11][cH:12][c:13]12.[Fe:19]>>[CH3:4][c:5]1[cH:6][nH:7][c:8]2[c:9]([CH2:17][CH3:18])[c:10]([NH2:14])[cH:11][cH:12][c:13]12.